Task: describe an organic reaction: reactants, conditions, products, and yield. Dataset: the Open Reaction Database (ORD), a public repository of structured organic reaction records Starting materials: NC1=NC(=CC(=N1)NC1=CC=C(OC2=CC(=NC=C2)C(=O)O)C=C1)C1=CC=CC=C1 (4-{4-[(2-amino-6-phenylpyrimidin-4-yl)amino]phenoxy}pyridine-2-carboxylic acid), CN1CCNCC1 (1-methylpiperizine). Yields the product CN1CCN(CC1)C(=O)C1=NC=CC(=C1)OC1=CC=C(C=C1)NC1=NC(=NC(=C1)C1=CC=CC=C1)N (N′-[4-({2-[(4-methylpiperazin-1-yl)carbonyl]pyridin-4-yl}oxy)phenyl]-6-phenylpyrimidine-2,4-diamine). As a reaction SMILES: [NH2:1][C:2]1[N:7]=[C:6]([NH:8][C:9]2[CH:24]=[CH:23][C:12]([O:13][C:14]3[CH:19]=[CH:18][N:17]=[C:16]([C:20]([OH:22])=O)[CH:15]=3)=[CH:11][CH:10]=2)[CH:5]=[C:4]([C:25]2[CH:30]=[CH:29][CH:28]=[CH:27][CH:26]=2)[N:3]=1.[CH3:31][N:32]1[CH2:37][CH2:36][NH:35][CH2:34][CH2:33]1>>[CH3:31][N:32]1[CH2:37][CH2:36][N:35]([C:20]([C:16]2[CH:15]=[C:14]([O:13][C:12]3[CH:11]=[CH:10][C:9]([NH:8][C:6]4[CH:5]=[C:4]([C:25]5[CH:26]=[CH:27][CH:28]=[CH:29][CH:30]=5)[N:3]=[C:2]([NH2:1])[N:7]=4)=[CH:24][CH:23]=3)[CH:19]=[CH:18][N:17]=2)=[O:22])[CH2:34][CH2:33]1. Reported procedure: This material is prepared by a method analogous to that described for Example 21, starting from 4-{4-[(2-amino-6-phenylpyrimidin-4-yl)amino]phenoxy}pyridine-2-carboxylic acid (Example 20) and 1-methylpiperizine. 1H NMR (DMSO-d6) δ 10.85 (s, 1H), 10.19 (s, 1H), 8.42 (d, 1H), 7.90 (m, 2H), 7.74 (m, 3H), 7.59 (m, 4H), 7.22 (m, 3H), 7.06 (m, 2H), 6.60 (s,1H), 4.51 (m, 1H), 4.08 (m, 1H), 3.45 (m, 3H), 3.17 (m, 3H), 2.78 (s, 3H); MS ES 482 (M+H)+, calcd 482, RT=1.86 min. Reactants: ClCC([C@]1(CC[C@H]2[C@@H]3CCC4=CC(CC[C@]4(C)[C@H]3CC[C@]12C)=O)OC=O)=O (21-chloro-17- formyloxy-4-pregnene-3,20-dione), C([O-])(O)=O.[K+] (potassium bicarbonate), ice water. The solvent is CO (methanol), O (water). Yields the product OCC([C@H]1CC[C@H]2[C@@H]3CCC4=CC(CC[C@]4(C)[C@H]3CC[C@]12C)=O)=O (hydroxy-4-pregnene-3,20-dione). RXN SMILES: ClC[C:3](=[O:27])[C@:4]1(OC=O)[C@:21]2([CH3:22])[C@H:7]([C@H:8]3[C@H:18]([CH2:19][CH2:20]2)[C@:16]2([CH3:17])[C:11](=[CH:12][C:13](=[O:23])[CH2:14][CH2:15]2)[CH2:10][CH2:9]3)[CH2:6][CH2:5]1.[C:28](=O)(O)[O-:29].[K+]>CO.O>[OH:29][CH2:28][C:3](=[O:27])[C@@H:4]1[C@:21]2([CH3:22])[C@H:7]([C@H:8]3[C@H:18]([CH2:19][CH2:20]2)[C@:16]2([CH3:17])[C:11](=[CH:12][C:13](=[O:23])[CH2:14][CH2:15]2)[CH2:10][CH2:9]3)[CH2:6][CH2:5]1 |f:1.2|. Reported procedure: At room temperature, 1.6 g of 21-chloro-17- formyloxy-4-pregnene-3,20-dione is stirred in a mixture of 60 ml of methanol and 9 ml of water with 500 mg of potassium bicarbonate After one hour, the reaction mixture is stirred into ice water. The thus-precipitated product is suctioned off, washed with water, and dried over sodium sulfate, yielding 1.3 g of 21-chloro-17™hydroxy-4-pregnene-3,20-dione; mp 239.4° C. Reactants: C(C1=CC=CC=C1)N1C[C@]2(CCC3=C([C@H]2C1)C=CC(=C3Cl)Br)C (cis-2-benzyl-7-bromo-6-chloro-3a-methyl-2,3,3a,4,5,9b-hexahydro-1H-benzo[e]isoindole), tetrakis(triphenylphosphine)Pd(0), CB1OB(OB(O1)C)C (2,4,6-trimethyl-1,3,5,2,4,6-trioxatriborinane), C([O-])([O-])=O.[K+].[K+] (potassium carbonate). The solvent is C(Cl)Cl (DCM), O (water), O1CCOCC1 (1,4-Dioxane), O (Water). Run at temperature 130 celsius. Product: C(C1=CC=CC=C1)N1C[C@]2(CCC3=C([C@H]2C1)C=CC(=C3Cl)C)C (cis-2-benzyl-6-chloro-3a,7-dimethyl-2,3,3a,4,5,9b-hexahydro-1H-benzo[e]isoindole). Yield: 78.5%. As a reaction SMILES: [CH2:1]([N:8]1[CH2:16][C@H:15]2[C@:10]([CH3:23])([CH2:11][CH2:12][C:13]3[C:20]([Cl:21])=[C:19](Br)[CH:18]=[CH:17][C:14]=32)[CH2:9]1)[C:2]1[CH:7]=[CH:6][CH:5]=[CH:4][CH:3]=1.[CH3:24]B1OB(C)OB(C)O1.C(=O)([O-])[O-].[K+].[K+]>O1CCOCC1.O.C(Cl)Cl>[CH2:1]([N:8]1[CH2:16][C@H:15]2[C@:10]([CH3:23])([CH2:11][CH2:12][C:13]3[C:20]([Cl:21])=[C:19]([CH3:24])[CH:18]=[CH:17][C:14]=32)[CH2:9]1)[C:2]1[CH:7]=[CH:6][CH:5]=[CH:4][CH:3]=1 |f:2.3.4|. Reported procedure: A mixture of cis-2-benzyl-7-bromo-6-chloro-3a-methyl-2,3,3a,4,5,9b-hexahydro-1H-benzo[e]isoindole (0.154 mmol, 60 mg), tetrakis(triphenylphosphine)Pd(0) (7.68 μmol, 8.96 mg), 2,4,6-trimethyl-1,3,5,2,4,6-trioxatriborinane (0.184 mmol, 52 μl, 46.3 mg) and potassium carbonate (0.230 mmol, 32.2 mg) in 1,4-Dioxane (1 ml) and Water (0.5 ml) was heated in a microwave reactor at 130° C. for 20 min. The reaction mixture was diluted with DCM and water, the phases were separated and the aqueous was extract...